From a dataset of the Open Reaction Database (ORD), a public repository of structured organic reaction records. describe an organic reaction: reactants, conditions, products, and yield Starting materials: C(CCCC)[C@@H]1CC[C@H](CC1)CC[C@@H]1CC[C@H](CC1)C1=CC=C(C(=O)O)C=C1 (p-[trans-4-[2-(trans-4-pentylcyclohexyl)ethyl]cyclohexyl]benzoic acid), C1=CC=CC=C1 (benzene), S(=O)(Cl)Cl (thionyl chloride), N (ammonia). Run in O1CCOCC1 (dioxan), O1CCOCC1 (dioxan), O (water). Reaction conditions: time 2 hour. Product: C(CCCC)[C@@H]1CC[C@H](CC1)CC[C@@H]1CC[C@H](CC1)C1=CC=C(C(=O)N)C=C1 (p-[trans-4-[2-(trans-4-pentylcyclohexyl)ethyl]cyclohexyl]benzamide). As a reaction SMILES: [CH2:1]([C@H:6]1[CH2:11][CH2:10][C@H:9]([CH2:12][CH2:13][C@H:14]2[CH2:19][CH2:18][C@H:17]([C:20]3[CH:28]=[CH:27][C:23]([C:24](O)=[O:25])=[CH:22][CH:21]=3)[CH2:16][CH2:15]2)[CH2:8][CH2:7]1)[CH2:2][CH2:3][CH2:4][CH3:5].C1C=CC=CC=1.S(Cl)(Cl)=O.[NH3:39]>O1CCOCC1.O>[CH2:1]([C@H:6]1[CH2:11][CH2:10][C@H:9]([CH2:12][CH2:13][C@H:14]2[CH2:19][CH2:18][C@H:17]([C:20]3[CH:28]=[CH:27][C:23]([C:24]([NH2:39])=[O:25])=[CH:22][CH:21]=3)[CH2:16][CH2:15]2)[CH2:8][CH2:7]1)[CH2:2][CH2:3][CH2:4][CH3:5]. Procedure: A mixture of 3.1 g of crude p-[trans-4-[2-(trans-4-pentylcyclohexyl)ethyl]cyclohexyl]benzoic acid, 50 ml of benzene and 0.9 ml of thionyl chloride was heated to boiling for 2 hours. Benzene and excess thionyl chloride were distilled off in vacuo. The residue was taken up twice in 50 ml of toluene and concentrated each time. The crude acid chloride obtained (3.5 g) was dissolved in 50 ml of dioxan and the solution was allowed to flow into a mixture of 18 ml of concentrated ammonia and 75 ml of di... Reactants: C1CCOC1, CI, CC1COCCN1c1nc(Cl)nc2[nH]cnc12, [K+], [K+], O=C([O-])[O-]. Product: CC1COCCN1c1nc(Cl)nc2c1ncn2C. Reaction SMILES: [CH2:26]1[O:27][CH2:28][CH2:29][CH2:30]1.[CH3:18][I:19].[Cl:1][c:2]1[n:3][c:4]([N:11]2[CH:12]([CH3:17])[CH2:13][O:14][CH2:15][CH2:16]2)[c:5]2[n:6][cH:7][nH:8][c:9]2[n:10]1.[K+:20].[K+:21].[O-:22][C:23]([O-:24])=[O:25]>>[Cl:1][c:2]1[n:3][c:4]([N:11]2[CH:12]([CH3:17])[CH2:13][O:14][CH2:15][CH2:16]2)[c:5]2[n:6][cH:7][n:8]([CH3:23])[c:9]2[n:10]1. Starting materials: ClC=1C=C(CNC2=NC(=NC=C2C(=O)O)SC)C=CC1OC (4-((3-chloro-4-methoxybenzyl)amino)-2-(methylthio) pyrimidine-5-carboxylic acid), C1=CC(=CC(=C1)Cl)C(=O)OO (m-CPBA), O (water). Solvent: C(Cl)Cl (DCM). The product is ClC=1C=C(CNC2=NC(=NC=C2C(=O)O)S(=O)C)C=CC1OC (4-((3-chloro-4-methoxybenzyl)amino)-2-(methylsulfinyl)pyrimidine-5-carboxylic acid). RXN SMILES: [Cl:1][C:2]1[CH:3]=[C:4]([CH:18]=[CH:19][C:20]=1[O:21][CH3:22])[CH2:5][NH:6][C:7]1[C:12]([C:13]([OH:15])=[O:14])=[CH:11][N:10]=[C:9]([S:16][CH3:17])[N:8]=1.C1C=C(Cl)C=C(C(OO)=[O:31])C=1.O>C(Cl)Cl>[Cl:1][C:2]1[CH:3]=[C:4]([CH:18]=[CH:19][C:20]=1[O:21][CH3:22])[CH2:5][NH:6][C:7]1[C:12]([C:13]([OH:15])=[O:14])=[CH:11][N:10]=[C:9]([S:16]([CH3:17])=[O:31])[N:8]=1. Procedure: In DCM (20 mL) was dissolved 4-((3-chloro-4-methoxybenzyl)amino)-2-(methylthio) pyrimidine-5-carboxylic acid (200 mg, 0.59 mmol). The solution was cooled in an ice bath and m-CPBA (101 mg, 0.59 mmol) was then added. The reaction was warmed to ambient temperature for 5 h. Then water was added and the reaction mixture was extracted with DCM. The organic phase was dried and concentrated to give a solid. The product was used in the subsequent procedure without further purification. Reactants: COCCOc1cc(N)ccc1OC, CCOC(C)=O, CCN(C(C)C)C(C)C, Clc1ncnc(Cl)n1, O=C(O)C(F)(F)F, CN(C)C=O. The product is COCCOc1cc(Nc2ncnc(Cl)n2)ccc1OC. As a reaction SMILES: [CH3:18][O:19][c:20]1[c:21]([O:27][CH2:28][CH2:29][O:30][CH3:31])[cH:22][c:23]([NH2:26])[cH:24][cH:25]1.[CH3:44][CH2:45][O:46][C:47]([CH3:48])=[O:49].[CH:9]([N:10]([CH2:11][CH3:12])[CH:13]([CH3:14])[CH3:15])([CH3:16])[CH3:17].[Cl:1][c:2]1[n:3][cH:4][n:5][c:6]([Cl:8])[n:7]1.[F:32][C:33]([F:34])([F:35])[C:36]([OH:37])=[O:38].[O:39]=[CH:40][N:41]([CH3:42])[CH3:43]>>[c:2]1([NH:26][c:23]2[cH:22][c:21]([O:27][CH2:28][CH2:29][O:30][CH3:31])[c:20]([O:19][CH3:18])[cH:25][cH:24]2)[n:3][cH:4][n:5][c:6]([Cl:8])[n:7]1.